Dataset: the Open Reaction Database (ORD), a public repository of structured organic reaction records. Task: describe an organic reaction: reactants, conditions, products, and yield Reaction conditions: temperature 60 celsius, time 1 hour. The product is FC1=CC=C(C=C1)C1=NOC(=C1COC1=NC=C(C(=O)NC2(COC2)C)C=C1)CO (6-[3-(4-Fluoro-phenyl)-5-hydroxymethyl-isoxazol-4-ylmethoxy]-N-(3-methyl-oxetan-3-yl)-nicotinamide). Reported procedure: To a solution of 6-[3-(4-fluoro-phenyl)-5-hydroxymethyl-isoxazol-4-ylmethoxy]-nicotinic acid (100 mg, 0.29 mmol) in DMF (3.3 mL) was added 1,1′-carbonyl-diimidazole (58.2 mg, 0.35 mmol). The reaction mixture was stirred for 1 h at 60° C. 3-Methyl-3-oxetanamine (27.8 mg, 0.32 mmol) was then added at room temperature and the mixture was stirred overnight. Extraction with water/ethyl acetate and chromatography (silica, ethyl acetate:heptane=1:4 to 1:1) afforded the title compound (10 mg, 8%) as a w... Isolated yield 8.3%. Starting materials: FC1=CC=C(C=C1)C1=NOC(=C1COC1=NC=C(C(=O)O)C=C1)CO (6-[3-(4-fluoro-phenyl)-5-hydroxymethyl-isoxazol-4-ylmethoxy]-nicotinic acid), C(=O)(N1C=NC=C1)N1C=NC=C1 (1,1′-carbonyl-diimidazole), CC1(COC1)N (3-Methyl-3-oxetanamine). RXN SMILES: [F:1][C:2]1[CH:7]=[CH:6][C:5]([C:8]2[C:12]([CH2:13][O:14][C:15]3[CH:23]=[CH:22][C:18]([C:19]([OH:21])=O)=[CH:17][N:16]=3)=[C:11]([CH2:24][OH:25])[O:10][N:9]=2)=[CH:4][CH:3]=1.C(N1C=CN=C1)(N1C=CN=C1)=O.[CH3:38][C:39]1([NH2:43])[CH2:42][O:41][CH2:40]1>CN(C=O)C>[F:1][C:2]1[CH:7]=[CH:6][C:5]([C:8]2[C:12]([CH2:13][O:14][C:15]3[CH:23]=[CH:22][C:18]([C:19]([NH:43][C:39]4([CH3:38])[CH2:42][O:41][CH2:40]4)=[O:21])=[CH:17][N:16]=3)=[C:11]([CH2:24][OH:25])[O:10][N:9]=2)=[CH:4][CH:3]=1. Solvent: CN(C)C=O (DMF). Starting materials: BrC1=C(C=C(C(=C1)C)OC)CC(=O)O ((2-bromo-5-methoxy-4-methyl-phenyl)-acetic acid), C(C(=O)Cl)(=O)Cl (oxalyl chloride). The reagents and catalysts are CN(C)C=O (DMF). Solvent: ClCCl (dichloromethane). Run at time 3 hour. Yields the product BrC1=C(C=C(C(=C1)C)OC)CC(=O)Cl ((2-bromo-5-methoxy-4-methyl-phenyl)-acetic acid chloride). As a reaction SMILES: [Br:1][C:2]1[CH:7]=[C:6]([CH3:8])[C:5]([O:9][CH3:10])=[CH:4][C:3]=1[CH2:11][C:12]([OH:14])=O.C(Cl)(=O)C([Cl:18])=O>ClCCl.CN(C=O)C>[Br:1][C:2]1[CH:7]=[C:6]([CH3:8])[C:5]([O:9][CH3:10])=[CH:4][C:3]=1[CH2:11][C:12]([Cl:18])=[O:14]. Procedure details: To a solution of (2-bromo-5-methoxy-4-methyl-phenyl)-acetic acid (149.4 mg) in dichloromethane (1.8 mL) was added oxalyl chloride (0.055 mL) followed by DMF (1 drop) uder argon. Mixture was stirred at rt for 3 h. Mixture was concentrated to dryness. Dichloroethane (ca. 10 mL) was added, and the mixture was back concentrated to dryness to obtain crude (2-bromo-5-methoxy-4-methyl-phenyl)-acetic acid chloride (151 mg). As a reaction SMILES: [C:22](=[O:23])([O-:24])[O-:25].[CH3:18][O:19][CH2:20][Cl:21].[CH3:30][N:31]([CH3:32])[CH:33]=[O:34].[CH3:35][CH2:36][O:37][C:38](=[O:39])[CH3:40].[I-:29].[K+:26].[K+:27].[K+:28].[OH:1][c:2]1[cH:3][c:4]([CH3:17])[c:5](-[c:9]2[cH:10][c:11]([CH:15]=[O:16])[cH:12][cH:13][cH:14]2)[c:6]([CH3:8])[cH:7]1>>[O:1]([c:2]1[cH:3][c:4]([CH3:17])[c:5](-[c:9]2[cH:10][c:11]([CH:15]=[O:16])[cH:12][cH:13][cH:14]2)[c:6]([CH3:8])[cH:7]1)[CH2:20][O:19][CH3:18]. Product: COCOc1cc(C)c(-c2cccc(C=O)c2)c(C)c1. Reactants: O=C([O-])[O-], COCCl, CN(C)C=O, CCOC(C)=O, [I-], [K+], [K+], [K+], Cc1cc(O)cc(C)c1-c1cccc(C=O)c1. Reactants: C[C@H]1N(C(OC(C1)(C1=CC=CC=C1)CCCOCC1=CC=C(C=C1)OC)=O)[C@@H](C)C1=CC=C(C=C1)CC(C)(C)O (methyl (R)-3-((S)-1-(4-(2-hydroxy-2-methylpropyl)phenyl)ethyl)-6-(3-(4-methoxybenzyloxy)propyl)-6-phenyl-1,3-oxazinan-2-one), O=[N+]([O-])[O-].[O-][N+]([O-])=O.[O-][N+]([O-])=O.[O-][N+]([O-])=O.[O-][N+]([O-])=O.[O-][N+]([O-])=O.[Ce+4].[NH4+].[NH4+] (CAN). Solvent: C(Cl)Cl.O (DCM H2O). Reaction conditions: time 3 hour. Yields the product OC(CC1=CC=C(C=C1)[C@H](C)N1C(O[C@](CC1)(C1=CC=CC=C1)CCCOCC1=CC=C(C=C1)OC)=O)(C)C ((R)-3-((S)-1-(4-(2-hydroxy-2-methylpropyl)phenyl)ethyl)-6-(3-(4-methoxybenzyloxy)propyl)-6-phenyl-1,3-oxazinan-2-one). Isolated yield 0.8%. As a reaction SMILES: C[C@@H:2]1[CH2:7][C:6]([CH2:14][CH2:15][CH2:16][O:17][CH2:18][C:19]2[CH:24]=[CH:23][C:22]([O:25][CH3:26])=[CH:21][CH:20]=2)([C:8]2[CH:13]=[CH:12][CH:11]=[CH:10][CH:9]=2)[O:5][C:4](=[O:27])[N:3]1[C@H:28]([C:30]1[CH:35]=[CH:34][C:33]([CH2:36][C:37]([OH:40])([CH3:39])[CH3:38])=[CH:32][CH:31]=1)[CH3:29].O=[N+]([O-])[O-].[O-][N+](=O)[O-].[O-][N+](=O)[O-].[O-][N+](=O)[O-].[O-][N+](=O)[O-].[O-][N+](=O)[O-].[Ce+4].[NH4+].[NH4+]>C(Cl)Cl.O>[OH:40][C:37]([CH3:38])([CH3:39])[CH2:36][C:33]1[CH:34]=[CH:35][C:30]([C@@H:28]([N:3]2[CH2:2][CH2:7][C@:6]([CH2:14][CH2:15][CH2:16][O:17][CH2:18][C:19]3[CH:20]=[CH:21][C:22]([O:25][CH3:26])=[CH:23][CH:24]=3)([C:8]3[CH:13]=[CH:12][CH:11]=[CH:10][CH:9]=3)[O:5][C:4]2=[O:27])[CH3:29])=[CH:31][CH:32]=1 |f:1.2.3.4.5.6.7.8.9,10.11|. Procedure details: To a solution of methyl (R)-3-((S)-1-(4-(2-hydroxy-2-methylpropyl)phenyl)ethyl)-6-(3-(4-methoxybenzyloxy)propyl)-6-phenyl-1,3-oxazinan-2-one (10 mg, 0.188 mmol) in DCM/H2O (10:1, 2 mL) was added CAN (100 mg). The formed mixture was stirred for 3 h. The reaction was washed with water and extracted with CH2Cl2. The combined organic phase was concentrated to provide the crude product, which was purified by preparative HPLC to give (R)-3-((S)-1-(4-(2-hydroxy-2-methylpropyl)phenyl)ethyl)-6-(3-(4-meth... Reactants: [H-].C(C(C)C)[Al+]CC(C)C (Diisobutylaluminium hydride), N=1C(=CN2C1SCCC2)C(=O)OCC (Ethyl 6,7-dihydro-5H-imidazo[2,1-b][1,3]thiazine-2-carboxylate), O (Water). Solvent: ClCCl (dichloromethane). Reaction conditions: temperature -70 celsius, time 1 hour. Yields the product N=1C(=CN2C1SCCC2)C=O (6,7-Dihydro-5H-imidazo[2,1-b][1,3]thiazine-2-carboxaldehyde). Isolated yield 77.9%. Reaction SMILES: [N:1]1[C:2]([C:10](OCC)=[O:11])=[CH:3][N:4]2[CH2:9][CH2:8][CH2:7][S:6][C:5]=12.[H-].C([Al+]CC(C)C)C(C)C.O>ClCCl>[N:1]1[C:2]([CH:10]=[O:11])=[CH:3][N:4]2[CH2:9][CH2:8][CH2:7][S:6][C:5]=12 |f:1.2|. Procedure details: Ethyl 6,7-dihydro-5H-imidazo[2,1-b][1,3]thiazine-2-carboxylate (2.12 g, 10 mmol) was dissolved in dry dichloromethane (40 ml) under argon and cooled to −70%. Diisobutylaluminium hydride (1.5M in toluene, 12 ml, 18 mmol) was added below −68° C. and the reaction mixture stirred at −70° C. for 1 h. Water was added carefully and the cooling removed. The reaction mixture was stirred vigorously at ambient temperature for 15 minutes and Celite (2 g) added. The mixture was filtered through Celite, the f... Reactants: CC1(C2CCC(C1C2)CCOC2=CC=C(C=C2)C#CCCO)C (4-(4-(2-(6,6-Dimethylbicyclo[3.1.1]heptan-2-yl)ethoxy)phenyl)but-3-yn-1-ol), CC1(C2CCC(C1C2)NS(=O)(=O)C2=CC=C(C=C2)C#CCCO)C (N-(6,6-dimethylbicyclo[3.1.1]heptan-2-yl)-4-(4-hydroxybut-1-ynyl)benzene sulphonamide). Yields the product CC1(C2CCC(C1C2)CCOC2=CC=C(C=C2)CCCCO)C (4-(4-(2-(6,6-Dimethylbicyclo[3.1.1]heptan-2-yl)ethoxy)phenyl)butan-1-ol). Yield: 99.0%. RXN SMILES: [CH3:1][C:2]1([CH3:23])[CH:7]2[CH2:8][CH:3]1[CH2:4][CH2:5][CH:6]2[CH2:9][CH2:10][O:11][C:12]1[CH:17]=[CH:16][C:15]([C:18]#[C:19][CH2:20][CH2:21][OH:22])=[CH:14][CH:13]=1.CC1(C)C2CC1CCC2NS(C1C=CC(C#CCCO)=CC=1)(=O)=O>>[CH3:1][C:2]1([CH3:23])[CH:7]2[CH2:8][CH:3]1[CH2:4][CH2:5][CH:6]2[CH2:9][CH2:10][O:11][C:12]1[CH:17]=[CH:16][C:15]([CH2:18][CH2:19][CH2:20][CH2:21][OH:22])=[CH:14][CH:13]=1. Procedure: When the product of Step B was substituted for N-(6,6-dimethylbicyclo[3.1.1]heptan-2-yl)-4-(4-hydroxybut-1-ynyl)benzene sulphonamide in Example 18, Step C, the similar process afforded the title compound in 99% yield, as a colourless paste. 1H-NMR (CDCl3) 7.05 (d, 2H, J=8.54 Hz); 6.78 (d, 2H, J=8.58 Hz); 3.91 (t, 2H, J=6.81 Hz); 3.64 (t, 2H, J=6.02 Hz); 2.57-2.53 (m, 2H); 1.90-1.57 (m, 14H); 1.18 (s, 3H); 1.01 (s, 3H). Reactants: BrCCCC#CC=1C=C(C=CC1)NC(=O)C=1C=C(C=CC1)S(=O)(=O)C=1C=C2C(=C(C=NC2=C(C1)C)C(=O)N)NC1=CC(=CC=C1)OC (6-((3-((3-(5-bromopent-1-yn-1-yl)phenyl)carbamoyl)phenyl)sulfonyl)-4-((3-methoxyphenyl)amino)-8-methylquinoline-3-carboxamide), OCCCCCCOCCCCC1=CC=C(C=C1)N(C(=O)C=1C=C(C=CC1)S(=O)(=O)C=1C=C2C(=C(C=NC2=C(C1)C)C(=O)N)NC1=CC(=CC=C1)OC)C (6-((3-((4-(4-((6-hydroxyhexyl)oxy)butyl)phenyl)(methyl)carbamoyl)phenyl)sulfonyl)-4-((3-methoxyphenyl)amino)-8-methylquinoline-3-carboxamide), C42H48BrN4O6S. Yields the product BrCCCCCCOCCCCC1=CC=C(C=C1)N(C(=O)C=1C=C(C=CC1)S(=O)(=O)C=1C=C2C(=C(C=NC2=C(C1)C)C(=O)N)NC1=CC(=CC=C1)OC)C (6-((3-((4-(4-((6-bromohexyl)oxy)butyl)phenyl)(methyl)carbamoyl)phenyl)sulfonyl)-4-((3-methoxyphenyl)amino)-8-methylquinoline-3-carboxamide). RXN SMILES: [Br:1]CCCC#CC1C=C(NC(C2C=C(S(C3C=C4C(=C(C)C=3)N=CC(C(N)=O)=C4NC3C=CC=C(OC)C=3)(=O)=O)C=CC=2)=O)C=CC=1.O[CH2:49][CH2:50][CH2:51][CH2:52][CH2:53][CH2:54][O:55][CH2:56][CH2:57][CH2:58][CH2:59][C:60]1[CH:65]=[CH:64][C:63]([N:66]([CH3:101])[C:67]([C:69]2[CH:70]=[C:71]([S:75]([C:78]3[CH:79]=[C:80]4[C:85](=[C:86]([CH3:88])[CH:87]=3)[N:84]=[CH:83][C:82]([C:89]([NH2:91])=[O:90])=[C:81]4[NH:92][C:93]3[CH:98]=[CH:97][CH:96]=[C:95]([O:99][CH3:100])[CH:94]=3)(=[O:77])=[O:76])[CH:72]=[CH:73][CH:74]=2)=[O:68])=[CH:62][CH:61]=1>>[Br:1][CH2:49][CH2:50][CH2:51][CH2:52][CH2:53][CH2:54][O:55][CH2:56][CH2:57][CH2:58][CH2:59][C:60]1[CH:65]=[CH:64][C:63]([N:66]([CH3:101])[C:67]([C:69]2[CH:70]=[C:71]([S:75]([C:78]3[CH:79]=[C:80]4[C:85](=[C:86]([CH3:88])[CH:87]=3)[N:84]=[CH:83][C:82]([C:89]([NH2:91])=[O:90])=[C:81]4[NH:92][C:93]3[CH:98]=[CH:97][CH:96]=[C:95]([O:99][CH3:100])[CH:94]=3)(=[O:77])=[O:76])[CH:72]=[CH:73][CH:74]=2)=[O:68])=[CH:62][CH:61]=1. Procedure: The title compound was synthesized in a manner analogous to that described for Intermediate 98, using Intermediate 79 in place of Intermediate 77. ES/MS calcd. for C42H48BrN4O6S+ 815.3. Found m/z=815.4 (M+H)+. Starting materials: Br (hydrobromide), C(C)(=O)OC=1C=C(C=C(C1)OC(C)=O)C(CNC(C)(C)C)O (1-(3',5'-diacetoxyphenyl)-2-(t-butylamino)-ethanol), O (water), CCOCC (ether), salt. The reagents and catalysts are [Pd] (palladium charcoal). Run in C(C)O (ethanol). The product is OC=1C=C(C=C(C1)O)C(CNC(C)(C)C)O (1-(3',5'-dihydroxyphenyl)-2-(t-butylamino)-ethanol). Reaction SMILES: Br.C([O:5][C:6]1[CH:7]=[C:8]([CH:16]([OH:23])[CH2:17][NH:18][C:19]([CH3:22])([CH3:21])[CH3:20])[CH:9]=[C:10]([O:12]C(=O)C)[CH:11]=1)(=O)C.O.CCOCC>C(O)C.[Pd]>[OH:5][C:6]1[CH:7]=[C:8]([CH:16]([OH:23])[CH2:17][NH:18][C:19]([CH3:21])([CH3:20])[CH3:22])[CH:9]=[C:10]([OH:12])[CH:11]=1. Procedure details: 1.1 g of this salt were dissolved in warm absolute ethanol and 0.1 g 10% palladium charcoal were added. The solution was then hydrogenated at 50°C. and 5 atmospheres pressure overnight. The catalyst was filtered off and the volume of the solution reduced by evaporation. The hydrobromide of 1-(3',5'-diacetoxyphenyl)-2-(t-butylamino)-ethanol with 1 mole of water was precipitated by the addition of ether. M.p. 108°-111°C. The protective acetyl groups may be removed by boiling the 1-(3',5'-diacetoxy... Starting materials: [OH-].[Na+] (sodium hydroxide), FC1=C(C=CC=C1)CC(=O)C1CCN(CC1)CC1=C(N=NC=C1)OC (2-(2-fluorophenyl)-1-[1-(3-methoxy-4-pyridazinylmethyl)piperidin-4-yl]ethanone), ClCCl (dichloromethane). Run in Cl (hydrochloric acid). The product is FC1=C(C=CC=C1)CC(=O)C1CCN(CC1)CC=1C(NN=CC1)=O (4-[4-[2-(2-Fluorophenyl)acetyl]piperidino]methyl-2H-pyridazin-3-one). The yield is 38.0%. Reaction SMILES: [F:1][C:2]1[CH:7]=[CH:6][CH:5]=[CH:4][C:3]=1[CH2:8][C:9]([CH:11]1[CH2:16][CH2:15][N:14]([CH2:17][C:18]2[CH:23]=[CH:22][N:21]=[N:20][C:19]=2[O:24]C)[CH2:13][CH2:12]1)=[O:10].[OH-].[Na+].ClCCl>Cl>[F:1][C:2]1[CH:7]=[CH:6][CH:5]=[CH:4][C:3]=1[CH2:8][C:9]([CH:11]1[CH2:12][CH2:13][N:14]([CH2:17][C:18]2[C:19](=[O:24])[NH:20][N:21]=[CH:22][CH:23]=2)[CH2:15][CH2:16]1)=[O:10] |f:1.2|. Reported procedure: After dissolving 74 mg of 2-(2-fluorophenyl)-1-[1-(3-methoxy-4-pyridazinylmethyl)piperidin-4-yl]ethanone in 2 ml of 5N hydrochloric acid, the mixture was heated to reflux for 4.5 hours. A 5N sodium hydroxide solution was added to the reaction solution for neutralization, and extraction was performed with dichloromethane. The organic layer was washed with saturated aqueous sodium bicarbonate solution and saturated brine and dried over anhydrous magnesium sulfate. The solvent was distilled off und... Run at temperature 55 celsius, time 24 hour. Reaction SMILES: [F:1][C:2]1[CH:3]=[C:4]([CH:7]=[CH:8][C:9]=1[OH:10])[CH:5]=[O:6].C([O-])([O-])=O.[K+].[K+].[C:17]([O:20][CH2:21][CH2:22]Br)(=[O:19])[CH3:18]>CC(C)=O.C(OCC)C>[C:17]([O:20][CH2:21][CH2:22][O:10][C:9]1[CH:8]=[CH:7][C:4]([CH:5]=[O:6])=[CH:3][C:2]=1[F:1])(=[O:19])[CH3:18] |f:1.2.3|. Procedure: A mixture of 3-fluoro-4-hydroxybenzaldehyde (2.0 g, 14.3 mmol), K2CO3 (5.92 g, 42.8 mmol) and 2-bromoethyl acetate (4.77 g, 28.5 mmol) in acetone (30 mL) is stirred at 55° C. for 24 h before it is diluted with diethyl ether (150 mL) and washed with water (3×50 mL). The organic extract is dried over MgSO4 and concetrated. The remaining residue is chromatographed on silica gel to give the title aldehyde (1.65 g) as a colourless oil. 1H NMR (CDCl3): δ 9.85 (s, 1H), 7.64-7.58 (m, 2H), 7.07 (t, J=8.2... Yields the product C(C)(=O)OCCOC1=C(C=C(C=O)C=C1)F (4-(2-acetoxy-ethoxy)-3-fluoro-benzaldehyde). The yield is 51.0%. The solvent is CC(=O)C (acetone), C(C)OCC (diethyl ether). Starting materials: FC=1C=C(C=O)C=CC1O (3-fluoro-4-hydroxybenzaldehyde), C(=O)([O-])[O-].[K+].[K+] (K2CO3), C(C)(=O)OCCBr (2-bromoethyl acetate).